From a dataset of the Open Reaction Database (ORD), a public repository of structured organic reaction records. describe an organic reaction: reactants, conditions, products, and yield Reactants: COC(=O)c1cc2c(Cl)c(Oc3ccc(O)c(C(C)C)c3)c(Cl)cc2n1C, CO, [K+], [OH-]. Product: CC(C)c1cc(Oc2c(Cl)cc3c(cc(C(=O)O)n3C)c2Cl)ccc1O. RXN SMILES: [CH3:1][O:2][C:3](=[O:4])[c:5]1[n:6]([CH3:27])[c:7]2[cH:8][c:9]([Cl:26])[c:10]([O:15][c:16]3[cH:17][c:18]([CH:23]([CH3:24])[CH3:25])[c:19]([OH:22])[cH:20][cH:21]3)[c:11]([Cl:14])[c:12]2[cH:13]1.[CH3:28][OH:29].[K+:31].[OH-:30]>>[O:2]=[C:3]([OH:4])[c:5]1[n:6]([CH3:27])[c:7]2[cH:8][c:9]([Cl:26])[c:10]([O:15][c:16]3[cH:17][c:18]([CH:23]([CH3:24])[CH3:25])[c:19]([OH:22])[cH:20][cH:21]3)[c:11]([Cl:14])[c:12]2[cH:13]1.